From a dataset of the Open Reaction Database (ORD), a public repository of structured organic reaction records. describe an organic reaction: reactants, conditions, products, and yield The reactants are COC=1C(C(=C(C(C1OC)=O)CC=1C=C(C(=O)O)C=CC1)C)=O (3-(5,6-dimethoxy-3-methyl-1,4-benzoquinon-2-ylmethyl)benzoic Acid), N1CCCCC1 (piperidine). Yields the product COC=1C(C(=C(C(C1OC)=O)CC1CNCCC1)C)=O (3-(5,6-dimethoxy-3-methyl-1,4-benzoquinon-2-ylmethyl)piperidine). Yield: 37.0%. RXN SMILES: [CH3:1][O:2][C:3]1[C:4](=[O:23])[C:5]([CH3:22])=[C:6]([CH2:12][C:13]2[CH:14]=[C:15](C=C[CH:21]=2)[C:16](O)=O)[C:7](=[O:11])[C:8]=1[O:9][CH3:10].[NH:24]1CCCCC1>>[CH3:1][O:2][C:3]1[C:4](=[O:23])[C:5]([CH3:22])=[C:6]([CH2:12][CH:13]2[CH2:14][CH2:15][CH2:16][NH:24][CH2:21]2)[C:7](=[O:11])[C:8]=1[O:9][CH3:10]. Procedure: 3-(5,6-dimethoxy-3-methyl-1,4-benzoquinon-2-ylmethyl)benzoic acid (85 mg, 0.27 mmol) obtained in Example 41 and piperidine (0.036 ml, 0.41 mmol) were used, and a method similar to that described in Example 42 was employed to obtain the title compound (40 mg, 0.10 mmol, yield 37%). Procedure details: (S)-1-benzyl-3-hydroxypyrrolidine in an amount of 44.18 g was dissolved in 38.34 g of toluene, and thereto was added 66.88 g of a 30% by weight aqueous sodium hydroxide solution. Next, methanesulfonyl chloride was added dropwise at a rate to allow the internal temperature to be kept at 5 to 10° C. After sodium chloride which was precipitated in the aqueous layer was dissolved by adding 90 ml of water, and liquid separation was performed, thus obtained organic layer was concentrated under reduced... The product is C(C1=CC=CC=C1)N1C[C@H](CC1)OS(=O)(=O)C ((S)-1-benzyl-3-(methanesulfonyloxy)pyrrolidine), pale brown oily material. Solvent: C1(=CC=CC=C1)C (toluene). Reaction SMILES: [CH2:1]([N:8]1[CH2:12][CH2:11][C@H:10]([OH:13])[CH2:9]1)[C:2]1[CH:7]=[CH:6][CH:5]=[CH:4][CH:3]=1.[OH-].[Na+].[CH3:16][S:17](Cl)(=[O:19])=[O:18]>C1(C)C=CC=CC=1>[CH2:1]([N:8]1[CH2:12][CH2:11][C@H:10]([O:13][S:17]([CH3:16])(=[O:19])=[O:18])[CH2:9]1)[C:2]1[CH:3]=[CH:4][CH:5]=[CH:6][CH:7]=1 |f:1.2|. Starting materials: C(C1=CC=CC=C1)N1C[C@H](CC1)O ((S)-1-benzyl-3-hydroxypyrrolidine), CS(=O)(=O)Cl (methanesulfonyl chloride), [OH-].[Na+] (sodium hydroxide). Starting materials: ClC=1C(=C(C(=C(C1)C(C)=O)OCC)C=C)F (1-(5-Chloro-2-ethoxy-4-fluoro-3-vinylphenyl)ethanone), C(N)([O-])=O (carbamate), ClC1=CC=C(C(=O)ONC(OC(C)(C)C)=O)C=C1 (tert-butyl [(4-chlorobenzoyl)oxy]carbamate). The reagents and catalysts are [Os](=O)(=O)(=O)=O (Osmium tetraoxide). Run in C(C)#N (acetonitrile), O (water), C(C)#N (acetonitrile), O (water). Reaction conditions: time 3 hour. The product is C(C)(=O)C=1C(=C(C(=C(C1)Cl)F)C(CNC(OC(C)(C)C)=O)O)OCC (tert-Butyl [2-(3-acetyl-5-chloro-2-ethoxy-6-fluorophenyl)-2-hydroxyethy]carbamate). Reaction SMILES: ClC1C=CC(C(O[NH:9][C:10](=[O:16])[O:11][C:12]([CH3:15])([CH3:14])[CH3:13])=O)=CC=1.[Cl:19][C:20]1[C:21]([F:34])=[C:22]([CH:32]=[CH2:33])[C:23]([O:29][CH2:30][CH3:31])=[C:24]([C:26](=[O:28])[CH3:27])[CH:25]=1.C(=O)([O-:37])N>O.C(#N)C.[Os](=O)(=O)(=O)=O>[C:26]([C:24]1[C:23]([O:29][CH2:30][CH3:31])=[C:22]([CH:32]([OH:37])[CH2:33][NH:9][C:10](=[O:16])[O:11][C:12]([CH3:15])([CH3:14])[CH3:13])[C:21]([F:34])=[C:20]([Cl:19])[CH:25]=1)(=[O:28])[CH3:27]. Reported procedure: 0.2 M Osmium tetraoxide in water (10 mL) was added to a solution of tert-butyl [(4-chlorobenzoyl)oxy]carbamate (Lawrence Harris, J. Org. Chem., 2011, 76, 358-372). (19 g, 70 mmol) in acetonitrile (210 mL) and stirred for 10 minutes. 1-(5-chloro-2-ethoxy-4-fluoro-3-vinylphenyl)ethanone (11.2 g, 46 mmol) (from Example 353, Step 1) as a solution in acetonitrile (210 mL) was added to the carbamate solution followed by the addition of water (50 mL) and the reaction was stirred for 3 hours at room tem...